From a dataset of the Open Reaction Database (ORD), a public repository of structured organic reaction records. describe an organic reaction: reactants, conditions, products, and yield Reactants: BrC1=CC=C(C=C1)N1C(C(=C(CC1)C(C)=O)O)=O (1-[4-bromophenyl]-3-hydroxy-4-acetyl-5,6-dihydropyridin-2-one), C(#N)C=1C=C(N)C=CC1F (3-Cyano-4-fluoroaniline), SnCl2·(H2O)2, N(=O)[O-].[Na+] (NaNO2), C(C)(=O)O (acetic acid). The solvent is Cl (HCl), Cl (HCl), CO (MeOH), O (water), CO (MeOH), O (water). Conditions: temperature 0 celsius, time 30 minute. Product: C(#N)C=1C=C(C=CC1F)N1N=C(C2=C1C(N(CC2)C2=CC=C(C=C2)Br)=O)C (1-[3-cyano-4-fluorophenyl]-3-methyl-6-[4-bromophenyl]-1,4,5,6-tetrahydro-7H-pyrazolo[3,4-c]pyridin-7-one). Reaction SMILES: [C:1]([C:3]1[CH:4]=[C:5]([CH:7]=[CH:8][C:9]=1[F:10])[NH2:6])#[N:2].[N:11]([O-])=O.[Na+].C(O)(=O)C.[Br:19][C:20]1[CH:25]=[CH:24][C:23]([N:26]2[CH2:31][CH2:30][C:29]([C:32](=O)[CH3:33])=[C:28](O)[C:27]2=[O:36])=[CH:22][CH:21]=1>Cl.O.CO>[C:1]([C:3]1[CH:4]=[C:5]([N:6]2[C:28]3[C:27](=[O:36])[N:26]([C:23]4[CH:24]=[CH:25][C:20]([Br:19])=[CH:21][CH:22]=4)[CH2:31][CH2:30][C:29]=3[C:32]([CH3:33])=[N:11]2)[CH:7]=[CH:8][C:9]=1[F:10])#[N:2] |f:1.2|. Procedure details: 3-Cyano-4-fluoroaniline (3.7 mmol, 0.5 g) in conc. HCl (4 mL) was cooled to 0° C. and NaNO2 (4.4 mmol, 0.3 g) in water (3 mL). This was stirred at 0° C. for 30 min, then acetic acid (1.3 mL) was added. SnCl2·(H2O)2 (8.5 mmol, 1.9 g) in 1:1 water:conc. HCl (3 mL) was added dropwise to the cold solution and stirred for an additional 30 min. To this mixture 1-[4-bromophenyl]-3-hydroxy-4-acetyl-5,6-dihydropyridin-2-one (3.9 mmol, 1.2 g) was slurried in MeOH (20 mL) and added with the aid of addition...